Task: describe an organic reaction: reactants, conditions, products, and yield. Dataset: the Open Reaction Database (ORD), a public repository of structured organic reaction records Reactants: CCCCOCCOc1ccc(-c2ccc3c(c2)C=C(C(=O)OC)CCN3CC2CCCCC2)cc1, C1CCOC1, CO, [Na+], [OH-]. Yields the product CCCCOCCOc1ccc(-c2ccc3c(c2)C=C(C(=O)O)CCN3CC2CCCCC2)cc1. Reaction SMILES: [CH2:1]([CH2:2][CH2:3][CH3:4])[O:5][CH2:6][CH2:7][O:8][c:9]1[cH:10][cH:11][c:12](-[c:15]2[cH:16][cH:17][c:18]3[c:19]([cH:36]2)[CH:20]=[C:21]([C:32](=[O:33])[O:34][CH3:35])[CH2:22][CH2:23][N:24]3[CH2:25][CH:26]2[CH2:27][CH2:28][CH2:29][CH2:30][CH2:31]2)[cH:13][cH:14]1.[CH2:41]1[O:42][CH2:43][CH2:44][CH2:45]1.[CH3:39][OH:40].[Na+:38].[OH-:37]>>[CH2:1]([CH2:2][CH2:3][CH3:4])[O:5][CH2:6][CH2:7][O:8][c:9]1[cH:10][cH:11][c:12](-[c:15]2[cH:16][cH:17][c:18]3[c:19]([cH:36]2)[CH:20]=[C:21]([C:32](=[O:33])[OH:34])[CH2:22][CH2:23][N:24]3[CH2:25][CH:26]2[CH2:27][CH2:28][CH2:29][CH2:30][CH2:31]2)[cH:13][cH:14]1. Reactants: C1(=CC=CC=C1)C1=NC2=CC=CC=C2C(=N1)Cl (2-phenyl-4-chloroquinazoline), N1=C(C=CC=C1)N1CCNCC1 (1-(2-pyridyl) piperazine). Solvent: C(C)(C)O (isopropanol). Yields the product C1(=CC=CC=C1)C1=NC2=CC=CC=C2C(=N1)N1CCN(CC1)C1=NC=CC=C1 (2-Phenyl-4-[4-(2-pyridinyl)-1-piperazinyl]quinazoline). Reaction SMILES: [C:1]1([C:7]2[N:16]=[C:15](Cl)[C:14]3[C:9](=[CH:10][CH:11]=[CH:12][CH:13]=3)[N:8]=2)[CH:6]=[CH:5][CH:4]=[CH:3][CH:2]=1.[N:18]1[CH:23]=[CH:22][CH:21]=[CH:20][C:19]=1[N:24]1[CH2:29][CH2:28][NH:27][CH2:26][CH2:25]1>C(O)(C)C>[C:1]1([C:7]2[N:16]=[C:15]([N:27]3[CH2:28][CH2:29][N:24]([C:19]4[CH:20]=[CH:21][CH:22]=[CH:23][N:18]=4)[CH2:25][CH2:26]3)[C:14]3[C:9](=[CH:10][CH:11]=[CH:12][CH:13]=3)[N:8]=2)[CH:6]=[CH:5][CH:4]=[CH:3][CH:2]=1. Reported procedure: A mixture containing 9.6 g (0.04 mole) of 2-phenyl-4-chloroquinazoline, 6.4 g. (0.04 mole) of 1-(2-pyridyl) piperazine and 250 ml of isopropanol was refluxed for 4 hrs. The resulting reaction mixture was filtered after cooling to room temperature. The crystalline solid was dissolved in 400 ml of 3 N hydrochloric acid and the aqueous acidic liquid was washed with ether. The aqueous layer was adjusted to pH=7.5 which precipitated crystalline solid. This acidification and basification were repeated... Starting materials: CC(=O)Nc1nc(S(=O)(=O)Cl)c(C)s1, COC(=O)C(Cc1ccc(-c2ccc(C#N)cc2)cc1)NC(=O)C1Cc2cc3c(cc2CN1)OC(c1ccc(OCc2ccc(Cl)c(Cl)c2)cc1)CO3. Product: COC(=O)C(Cc1ccc(-c2ccc(C#N)cc2)cc1)NC(=O)C1Cc2cc3c(cc2CN1S(=O)(=O)c1nc(NC(C)=O)sc1C)OC(c1ccc(OCc2ccc(Cl)c(Cl)c2)cc1)CO3. As a reaction SMILES: [C:54]([CH3:55])(=[O:56])[NH:57][c:58]1[s:59][c:60]([CH3:67])[c:61]([S:63](=[O:64])(=[O:65])[Cl:66])[n:62]1.[CH3:1][O:2][C:3]([CH:4]([CH2:5][c:6]1[cH:7][cH:8][c:9](-[c:12]2[cH:13][cH:14][c:15]([C:18]#[N:19])[cH:16][cH:17]2)[cH:10][cH:11]1)[NH:20][C:21](=[O:22])[CH:23]1[NH:24][CH2:25][c:26]2[cH:27][c:28]3[c:29]([cH:30][c:31]2[CH2:32]1)[O:33][CH2:34][CH:35]([c:37]1[cH:38][cH:39][c:40]([O:43][CH2:44][c:45]2[cH:46][c:47]([Cl:52])[c:48]([Cl:51])[cH:49][cH:50]2)[cH:41][cH:42]1)[O:36]3)=[O:53]>>[CH3:1][O:2][C:3]([CH:4]([CH2:5][c:6]1[cH:7][cH:8][c:9](-[c:12]2[cH:13][cH:14][c:15]([C:18]#[N:19])[cH:16][cH:17]2)[cH:10][cH:11]1)[NH:20][C:21](=[O:22])[CH:23]1[N:24]([S:63]([c:61]2[c:60]([CH3:67])[s:59][c:58]([NH:57][C:54]([CH3:55])=[O:56])[n:62]2)(=[O:64])=[O:65])[CH2:25][c:26]2[cH:27][c:28]3[c:29]([cH:30][c:31]2[CH2:32]1)[O:33][CH2:34][CH:35]([c:37]1[cH:38][cH:39][c:40]([O:43][CH2:44][c:45]2[cH:46][c:47]([Cl:52])[c:48]([Cl:51])[cH:49][cH:50]2)[cH:41][cH:42]1)[O:36]3)=[O:53]. Starting materials: CN(C1CCC(CC1)=O)C (4-dimethylaminocyclohexanone), Cl (hydrogen chloride), Cl.O(C1=CC=CC=C1)C1=CC=C(C=C1)NN (4-phenoxyphenylhydrazine hydrochloride). Solvent: C(C)O (ethyl alcohol). Yields the product CN(C1CCC=2NC3=CC=C(C=C3C2C1)OC1=CC=CC=C1)C (3-(dimethylamino)-6-phenoxy-1,2,3,4-tetrahydrocarbazole). As a reaction SMILES: [CH3:1][N:2]([CH3:10])[CH:3]1[CH2:8][CH2:7][C:6](=O)[CH2:5][CH2:4]1.Cl.Cl.[O:13]([C:20]1[CH:25]=[CH:24][C:23]([NH:26]N)=[CH:22][CH:21]=1)[C:14]1[CH:19]=[CH:18][CH:17]=[CH:16][CH:15]=1>C(O)C>[CH3:1][N:2]([CH3:10])[CH:3]1[CH2:4][C:5]2[C:24]3[C:23](=[CH:22][CH:21]=[C:20]([O:13][C:14]4[CH:19]=[CH:18][CH:17]=[CH:16][CH:15]=4)[CH:25]=3)[NH:26][C:6]=2[CH2:7][CH2:8]1 |f:2.3|. Reported procedure: To a solution of 14.1 g. of 4-dimethylaminocyclohexanone in 100 ml. of a 6-N solution of hydrogen chloride in absolute ethyl alcohol was added 23.5 g. of 4-phenoxyphenylhydrazine hydrochloride and the mixture was heated at reflux for six hours. The mixture was filtered, the filtrate was made alkaline with 10% potassium hydroxide and extracted with chloroform, and the chloroform extract was washed with water and evaporated to dryness under reduced pressure to give 3-(dimethylamino)-6-phenoxy-1,2,... Starting materials: OC1=C(C(=O)OC)C=CC=C1C1=CC=CC=C1 (methyl 2-hydroxy-3-phenylbenzoate), C(=O)([O-])[O-].[K+].[K+] (K2CO3), C(C1=CC=CC=C1)Br (benzyl bromide). The solvent is CN(C)C=O (DMF). Conditions: time 8 hour. The product is C(C1=CC=CC=C1)OC1=C(C(=O)OC)C=CC=C1C1=CC=CC=C1 (methyl 2-benzyloxy-3-phenylbenzoate). Yield: 84.6%. As a reaction SMILES: [OH:1][C:2]1[C:11]([C:12]2[CH:17]=[CH:16][CH:15]=[CH:14][CH:13]=2)=[CH:10][CH:9]=[CH:8][C:3]=1[C:4]([O:6][CH3:7])=[O:5].C([O-])([O-])=O.[K+].[K+].[CH2:24](Br)[C:25]1[CH:30]=[CH:29][CH:28]=[CH:27][CH:26]=1>CN(C=O)C>[CH2:24]([O:1][C:2]1[C:11]([C:12]2[CH:17]=[CH:16][CH:15]=[CH:14][CH:13]=2)=[CH:10][CH:9]=[CH:8][C:3]=1[C:4]([O:6][CH3:7])=[O:5])[C:25]1[CH:30]=[CH:29][CH:28]=[CH:27][CH:26]=1 |f:1.2.3|. Reported procedure: A solution of methyl 2-hydroxy-3-phenylbenzoate (9.5 g, 41.7 mmol) in DMF (80 ml) was treated with K2CO3 (8.6 g, 62.5 mmole) and benzyl bromide (10.6 g 62.2 mmol). The reaction was stirred at ambient temperature overnight, then partitioned between ethyl acetate/and water. The organic phase was washed well with water, dried (MgSO4) and evaporated. The residue was purified by chromatography (eluant: ethyl acetate/hexane) to give methyl 2-benzyloxy-3-phenylbenzoate (11.23 g, 8.5%).